This data is from the Open Reaction Database (ORD), a public repository of structured organic reaction records. The task is: describe an organic reaction: reactants, conditions, products, and yield Starting materials: CCN(C(C)C)C(C)C, CCCP(=O)(O)O, CCOC(C)=O, Cl, NCC1CCCC(CN)(CC(=O)O)N1, O. The product is NCC1CCCC2(CNC(=O)C2)N1. RXN SMILES: [CH2:16]([N:17]([CH:18]([CH3:19])[CH3:20])[CH:21]([CH3:22])[CH3:23])[CH3:24].[CH2:25]([P:26]([OH:27])([OH:28])=[O:29])[CH2:30][CH3:31].[CH3:33][CH2:34][O:35][C:36](=[O:37])[CH3:38].[ClH:1].[NH2:2][CH2:3][C:4]1([CH2:12][C:13](=[O:14])[OH:15])[NH:5][CH:6]([CH2:10][NH2:11])[CH2:7][CH2:8][CH2:9]1.[OH2:32]>>[NH:2]1[CH2:3][C:4]2([NH:5][CH:6]([CH2:10][NH2:11])[CH2:7][CH2:8][CH2:9]2)[CH2:12][C:13]1=[O:15]. Reactants: ClC=1C=C(C(=NC1)OCC(=O)N1[C@@H](CN([C@H](C1)C)CC1=CC=C(C=C1)F)C)[N+](=O)[O-] (2-(5-chloro-3-nitro-pyridin-2-yloxy)-1-[4-(4-fluoro-benzyl)-(2R,5S)-2,5-dimethyl-piperazin-1-yl]-ethanone), [H][H] (hydrogen). The reagents and catalysts are [Pt](=O)=O (platinum dioxide). Solvent: C(C)O (ethanol). The product is NC=1C(=NC=C(C1)Cl)OCC(=O)N1[C@@H](CN([C@H](C1)C)CC1=CC=C(C=C1)F)C (2-(3-Amino-5-chloro-pyridin-2-yloxy)-1-[4-(4-fluoro-benzyl)-(2R,5S)-2,5-dimethyl-piperazin-1-yl]-ethanone). Yield: 92.8%. RXN SMILES: [Cl:1][C:2]1[CH:3]=[C:4]([N+:28]([O-])=O)[C:5]([O:8][CH2:9][C:10]([N:12]2[CH2:17][C@H:16]([CH3:18])[N:15]([CH2:19][C:20]3[CH:25]=[CH:24][C:23]([F:26])=[CH:22][CH:21]=3)[CH2:14][C@H:13]2[CH3:27])=[O:11])=[N:6][CH:7]=1.[H][H]>C(O)C.[Pt](=O)=O>[NH2:28][C:4]1[C:5]([O:8][CH2:9][C:10]([N:12]2[CH2:17][C@H:16]([CH3:18])[N:15]([CH2:19][C:20]3[CH:21]=[CH:22][C:23]([F:26])=[CH:24][CH:25]=3)[CH2:14][C@H:13]2[CH3:27])=[O:11])=[N:6][CH:7]=[C:2]([Cl:1])[CH:3]=1. Procedure: To a solution of 2-(5-chloro-3-nitro-pyridin-2-yloxy)-1-[4-(4-fluoro-benzyl)-(2R,5S)-2,5-dimethyl-piperazin-1-yl]-ethanone (1.25 g, 2.86 mmol) in ethanol (50 mL) was added platinum dioxide (0.92 g). The mixture was hydrogenated on a Parr shaker at 35 psi of hydrogen for 5 minutes at ambient temperature. The reaction was then purged with nitrogen and filtered through celite. The filtrate was concentrated in vacuo to give the title compound (1.08 g). The reactants are CC(C)(C)OC(=O)N1CCC(n2ncc3c(Cl)ncnc32)CC1, O=C([O-])[O-], CN(C)C=O, Oc1cncc(Cl)c1, [K+], [K+]. The product is CC(C)(C)OC(=O)N1CCC(n2ncc3c(Oc4cncc(Cl)c4)ncnc32)CC1. RXN SMILES: [C:1]([CH3:2])([CH3:3])([CH3:4])[O:5][C:6](=[O:7])[N:8]1[CH2:9][CH2:10][CH:11]([n:14]2[n:15][cH:16][c:17]3[c:18]2[n:19][cH:20][n:21][c:22]3[Cl:23])[CH2:12][CH2:13]1.[C:32](=[O:33])([O-:34])[O-:35].[CH3:38][N:39]([CH3:40])[CH:41]=[O:42].[Cl:24][c:25]1[cH:26][c:27]([OH:31])[cH:28][n:29][cH:30]1.[K+:36].[K+:37]>>[C:1]([CH3:2])([CH3:3])([CH3:4])[O:5][C:6](=[O:7])[N:8]1[CH2:9][CH2:10][CH:11]([n:14]2[n:15][cH:16][c:17]3[c:18]2[n:19][cH:20][n:21][c:22]3[O:31][c:27]2[cH:26][c:25]([Cl:24])[cH:30][n:29][cH:28]2)[CH2:12][CH2:13]1.